Dataset: the Open Reaction Database (ORD), a public repository of structured organic reaction records. Task: describe an organic reaction: reactants, conditions, products, and yield The reactants are O (H2O), BrCCCCCCOCC1(COC1)C (3-(6-Bromo-hexyloxymethyl)-3-methyloxetane), OC1=CC=C(C=O)C=C1 (4-hydroxybenzaldehyde), C(=O)([O-])[O-].[K+].[K+] (K2CO3). Run in CN(C)C=O (DMF). Reaction conditions: temperature 150 celsius. Yields the product CC1(COC1)COCCCCCCOC1=CC=C(C=O)C=C1 (4-[6-(3-Methyloxetan-3-ylmethoxy)hexyloxy]benzaldehyde). The yield is 82.0%. Reaction SMILES: Br[CH2:2][CH2:3][CH2:4][CH2:5][CH2:6][CH2:7][O:8][CH2:9][C:10]1([CH3:14])[CH2:13][O:12][CH2:11]1.[OH:15][C:16]1[CH:23]=[CH:22][C:19]([CH:20]=[O:21])=[CH:18][CH:17]=1.C([O-])([O-])=O.[K+].[K+].O>CN(C=O)C>[CH3:14][C:10]1([CH2:9][O:8][CH2:7][CH2:6][CH2:5][CH2:4][CH2:3][CH2:2][O:15][C:16]2[CH:23]=[CH:22][C:19]([CH:20]=[O:21])=[CH:18][CH:17]=2)[CH2:13][O:12][CH2:11]1 |f:2.3.4|. Procedure details: A mixture of JYC-I-143-A (5 g, 18.9 mmol), 4-hydroxybenzaldehyde (2.53 g, 20.7 mmol), and K2CO3 (5.21 g, 37.7 mmol) in 50 mL of DMF was heated at 150° C. for 5 h. The reaction mixture was allowed to cool down to room temperature and poured into a separatory funnel containing H2O. The mixture was extracted with CH2Cl2 and the organic phase was washed with H2O and a saturated NaCl aqueous solution. The organic phase was dried over anhydrous MgSO4. The solvent was removed under reduced pressure to ... Starting materials: [NH4+].[Cl-] (NH4Cl), FC(COC=1C=CC(=NC1)C(F)(F)C1(OC1)C1=C(C=C(C=C1)F)F)(C1=CC=CC=C1)F (5-(2,2-difluoro-2-phenylethoxy)-2-((2-(2,4-difluorophenyl)oxiran-2-yl)difluoromethyl)pyridine), N1N=NN=C1 (1H-tetrazole), C(=O)([O-])[O-].[K+].[K+] (K2CO3), N#N (N2). The solvent is C(Cl)Cl (CH2Cl2), CS(=O)C (DMSO). Reaction conditions: temperature 60 celsius, time 8 hour. Product: FC(COC=1C=CC(=NC1)C(C(CN1N=NN=C1)(O)C1=C(C=C(C=C1)F)F)(F)F)(C1=CC=CC=C1)F (1-(5-(2,2-difluoro-2-phenylethoxy)pyridin-2-yl)-2-(2,4-difluorophenyl)-1,1-difluoro-3-(1H-tetrazol-1-yl)propan-2-ol). As a reaction SMILES: [F:1][C:2]([F:31])([C:25]1[CH:30]=[CH:29][CH:28]=[CH:27][CH:26]=1)[CH2:3][O:4][C:5]1[CH:6]=[CH:7][C:8]([C:11]([C:14]2([C:17]3[CH:22]=[CH:21][C:20]([F:23])=[CH:19][C:18]=3[F:24])[CH2:16][O:15]2)([F:13])[F:12])=[N:9][CH:10]=1.[NH:32]1[CH:36]=[N:35][N:34]=[N:33]1.C([O-])([O-])=O.[K+].[K+].N#N.[NH4+].[Cl-]>CS(C)=O.C(Cl)Cl>[F:31][C:2]([F:1])([C:25]1[CH:30]=[CH:29][CH:28]=[CH:27][CH:26]=1)[CH2:3][O:4][C:5]1[CH:6]=[CH:7][C:8]([C:11]([F:13])([F:12])[C:14]([C:17]2[CH:22]=[CH:21][C:20]([F:23])=[CH:19][C:18]=2[F:24])([OH:15])[CH2:16][N:32]2[CH:36]=[N:35][N:34]=[N:33]2)=[N:9][CH:10]=1 |f:2.3.4,6.7|. Procedure: To a magnetically stirred mixture of 5-(2,2-difluoro-2-phenylethoxy)-2-((2-(2,4-difluorophenyl)oxiran-2-yl)difluoromethyl)pyridine (81 mg, 0.184 mmol, compound X), and 1H-tetrazole (19.37 mg, 0.277 mmol) in dry DMSO (1229 μl) was added K2CO3 (28.0 mg, 0.203 mmol) in a 20 mL vial under N2 atmosphere. The reaction mixture was stirred at 60° C. overnight. The reaction was cooled to rt, diluted with CH2Cl2 and poured into a separatory funnel containing sat. aq. NH4Cl. The organic layer was washed an... Yields the product CC(c1ccc(Br)cc1)N1CCNCC1. Reactants: Cc1ccc(S(=O)(=O)N2CCN(C(C)c3ccc(Br)cc3)CC2)cc1, Br, O, O=C(O)c1ccc(O)cc1. As a reaction SMILES: [Br:1][c:2]1[cH:3][cH:4][c:5]([CH:8]([CH3:9])[N:10]2[CH2:11][CH2:12][N:13]([S:16]([c:17]3[cH:18][cH:19][c:20]([CH3:21])[cH:22][cH:23]3)(=[O:24])=[O:25])[CH2:14][CH2:15]2)[cH:6][cH:7]1.[BrH:37].[OH2:36].[OH:26][C:27]([c:28]1[cH:29][cH:30][c:31]([OH:32])[cH:33][cH:34]1)=[O:35]>>[Br:1][c:2]1[cH:3][cH:4][c:5]([CH:8]([CH3:9])[N:10]2[CH2:11][CH2:12][NH:13][CH2:14][CH2:15]2)[cH:6][cH:7]1.